This data is from the Open Reaction Database (ORD), a public repository of structured organic reaction records. The task is: describe an organic reaction: reactants, conditions, products, and yield The reactants are CCCC[N+](CCCC)(CCCC)CCCC, [F-], CC(n1cnnc1)C(Cn1cncn1)(O[Si](C)(C)C)c1ccc(F)cc1F, C1CCOC1, O, O, O. The product is CC(n1cnnc1)C(O)(Cn1cncn1)c1ccc(F)cc1F. Reaction SMILES: [CH2:5]([N+:6]([CH2:7][CH2:8][CH2:9][CH3:10])([CH2:11][CH2:12][CH2:13][CH3:14])[CH2:15][CH2:16][CH2:17][CH3:18])[CH2:19][CH2:20][CH3:21].[F-:4].[F:22][c:23]1[c:24]([C:30]([CH2:31][n:32]2[n:33][cH:34][n:35][cH:36]2)([CH:37]([CH3:38])[n:39]2[cH:40][n:41][n:42][cH:43]2)[O:44][Si:45]([CH3:46])([CH3:47])[CH3:48])[cH:25][cH:26][c:27]([F:29])[cH:28]1.[O:49]1[CH2:50][CH2:51][CH2:52][CH2:53]1.[OH2:1].[OH2:2].[OH2:3]>>[F:22][c:23]1[c:24]([C:30]([CH2:31][n:32]2[n:33][cH:34][n:35][cH:36]2)([CH:37]([CH3:38])[n:39]2[cH:40][n:41][n:42][cH:43]2)[OH:44])[cH:25][cH:26][c:27]([F:29])[cH:28]1. The reactants are CN1N=NC(=C1COC1=NC=C(C(=O)O)C=C1)C1=NC=CC=C1 (6-(3-methyl-5-pyridin-2-yl-3H-[1,2,3]triazol-4-ylmethoxy)-nicotinic acid), C(C)(C)N (isopropylamine). The product is C(C)(C)NC(C1=CN=C(C=C1)OCC=1N(N=NC1C1=NC=CC=C1)C)=O (N-Isopropyl-6-(3-methyl-5-pyridin-2-yl-3H-[1,2,3]triazol-4-ylmethoxy)-nicotinamide). RXN SMILES: [CH3:1][N:2]1[C:6]([CH2:7][O:8][C:9]2[CH:17]=[CH:16][C:12]([C:13]([OH:15])=O)=[CH:11][N:10]=2)=[C:5]([C:18]2[CH:23]=[CH:22][CH:21]=[CH:20][N:19]=2)[N:4]=[N:3]1.[CH:24]([NH2:27])([CH3:26])[CH3:25]>>[CH:24]([NH:27][C:13](=[O:15])[C:12]1[CH:16]=[CH:17][C:9]([O:8][CH2:7][C:6]2[N:2]([CH3:1])[N:3]=[N:4][C:5]=2[C:18]2[CH:23]=[CH:22][CH:21]=[CH:20][N:19]=2)=[N:10][CH:11]=1)([CH3:26])[CH3:25]. Isolated yield 71.0%. Reported procedure: As described for example 26b, 6-(3-methyl-5-pyridin-2-yl-3H-[1,2,3]triazol-4-ylmethoxy)-nicotinic acid (76 mg, 0.24 mmol) was converted, using isopropylamine instead of 4-aminotetrahydropyran, to the title compound (61 mg, 71%) which was obtained as a white solid. MS: m/e=353.2 [M+H]+. Reactants: [BH4-], CO, COC(=O)c1ccc(O)c(C=O)c1, [Na+]. Yields the product COC(=O)c1ccc(O)c(CO)c1. As a reaction SMILES: [BH4-:14].[CH3:16][OH:17].[CH:1](=[O:2])[c:3]1[cH:4][c:5]([C:6](=[O:7])[O:8][CH3:9])[cH:10][cH:11][c:12]1[OH:13].[Na+:15]>>[CH2:1]([OH:2])[c:3]1[cH:4][c:5]([C:6](=[O:7])[O:8][CH3:9])[cH:10][cH:11][c:12]1[OH:13]. The reactants are Cc1noc(-c2ccc(Br)cc2)c1C(=O)O, O=C(Cl)C(=O)Cl, ClCCl, CN(C)C=O. Product: Cc1noc(-c2ccc(Br)cc2)c1C(=O)Cl. Reaction SMILES: [Br:1][c:2]1[cH:3][cH:4][c:5](-[c:8]2[c:9]([C:14](=[O:15])[OH:16])[c:10]([CH3:13])[n:11][o:12]2)[cH:6][cH:7]1.[Cl:17][C:18]([C:19]([Cl:20])=[O:21])=[O:22].[Cl:28][CH2:29][Cl:30].[O:23]=[CH:24][N:25]([CH3:26])[CH3:27]>>[Br:1][c:2]1[cH:3][cH:4][c:5](-[c:8]2[c:9]([C:14](=[O:16])[Cl:17])[c:10]([CH3:13])[n:11][o:12]2)[cH:6][cH:7]1. Reactants: O=C([O-])[O-], CS(C)=O, FC(F)(F)c1cnc(Cl)nc1, [K+], [K+], O, CC(C)(C)OC(=O)N1CCOC(c2ccc(NC(=O)c3cc[nH]n3)cc2)C1. Product: CC(C)(C)OC(=O)N1CCOC(c2ccc(NC(=O)c3ccn(-c4ncc(C(F)(F)F)cn4)n3)cc2)C1. Reaction SMILES: [C:39](=[O:40])([O-:41])[O-:42].[CH3:46][S:47]([CH3:48])=[O:49].[Cl:28][c:29]1[n:30][cH:31][c:32]([C:35]([F:36])([F:37])[F:38])[cH:33][n:34]1.[K+:43].[K+:44].[OH2:45].[nH:1]1[n:2][c:3]([C:6](=[O:7])[NH:8][c:9]2[cH:10][cH:11][c:12]([CH:15]3[O:16][CH2:17][CH2:18][N:19]([C:21](=[O:22])[O:23][C:24]([CH3:25])([CH3:26])[CH3:27])[CH2:20]3)[cH:13][cH:14]2)[cH:4][cH:5]1>>[n:1]1(-[c:29]2[n:30][cH:31][c:32]([C:35]([F:36])([F:37])[F:38])[cH:33][n:34]2)[n:2][c:3]([C:6](=[O:7])[NH:8][c:9]2[cH:10][cH:11][c:12]([CH:15]3[O:16][CH2:17][CH2:18][N:19]([C:21](=[O:22])[O:23][C:24]([CH3:25])([CH3:26])[CH3:27])[CH2:20]3)[cH:13][cH:14]2)[cH:4][cH:5]1. Reactants: ClC=1C(=NN(C1C(=O)OCC)C)CC (ethyl 4-chloro-3-ethyl-1-methylpyrazole-5-carboxylate), NCC=1C=CC(=NC1)CCCC (5-aminomethyl-2-n-butylpyridine). Reaction conditions: temperature 200 celsius. Product: C(CCC)C1=CC=C(C=N1)CNC(=O)C1=C(C(=NN1C)CC)Cl (N-[(6-n-butyl-3-pyridyl)methyl]-chloro-3-ethyl-1-methyl-5-pyrazolecarboxamide). The yield is 61.4%. RXN SMILES: [Cl:1][C:2]1[C:3]([CH2:13][CH3:14])=[N:4][N:5]([CH3:12])[C:6]=1[C:7]([O:9]CC)=O.[NH2:15][CH2:16][C:17]1[CH:18]=[CH:19][C:20]([CH2:23][CH2:24][CH2:25][CH3:26])=[N:21][CH:22]=1>>[CH2:23]([C:20]1[N:21]=[CH:22][C:17]([CH2:16][NH:15][C:7]([C:6]2[N:5]([CH3:12])[N:4]=[C:3]([CH2:13][CH3:14])[C:2]=2[Cl:1])=[O:9])=[CH:18][CH:19]=1)[CH2:24][CH2:25][CH3:26]. Procedure: A mixture of 2.17 g of ethyl 4-chloro-3-ethyl-1-methylpyrazole-5-carboxylate and 3.24 g of 5-aminomethyl-2-n-butylpyridine was heated at 200° C. for 4 hours under stirring. After cooling to room temperature, the reaction mixture was purified by silica gel columnchromatography to obtain 2.06 g of the compound (NO. 15) listed in Table 1. Reactants: [F-].[K+] (KF), C(C)(C)(C)OC1=CC=C(OCCN2C(=CC=3C(=NC=CC32)Cl)C(=O)OC)C=C1 (Methyl 1-[2-(4-tert-butoxyphenoxy)ethyl]-4-chloro-1H-pyrrolo[3,2-c]pyridine-2-carboxylate), C(C)OC=1C=C(C=CC1)B(O)O (3-ethoxyphenylboronic acid). Reagents/catalysts: CC(C)([P](C(C)(C)C)([Pd][P](C(C)(C)C)(C(C)(C)C)C(C)(C)C)C(C)(C)C)C (bis(tri-t-butylphosphine)palladium(0)). Solvent: O1CCOCC1 (1,4-dioxane). Yields the product SiO2, C(C)(C)(C)OC1=CC=C(OCCN2C(=CC=3C(=NC=CC32)C3=CC(=CC=C3)OCC)C(=O)OC)C=C1 (Methyl 1-[2-(4-tert-butoxyphenoxy)ethyl]-4-(3-ethoxyphenyl)-1H-pyrrolo[3,2-c]pyridine-2-carboxylate). Yield: 77.4%. Reaction SMILES: [C:1]([O:5][C:6]1[CH:28]=[CH:27][C:9]([O:10][CH2:11][CH2:12][N:13]2[C:21]3[CH:20]=[CH:19][N:18]=[C:17](Cl)[C:16]=3[CH:15]=[C:14]2[C:23]([O:25][CH3:26])=[O:24])=[CH:8][CH:7]=1)([CH3:4])([CH3:3])[CH3:2].[CH2:29]([O:31][C:32]1[CH:33]=[C:34](B(O)O)[CH:35]=[CH:36][CH:37]=1)[CH3:30].[F-].[K+]>O1CCOCC1.CC(C)([P](C(C)(C)C)([Pd][P](C(C)(C)C)(C(C)(C)C)C(C)(C)C)C(C)(C)C)C>[C:1]([O:5][C:6]1[CH:28]=[CH:27][C:9]([O:10][CH2:11][CH2:12][N:13]2[C:21]3[CH:20]=[CH:19][N:18]=[C:17]([C:36]4[CH:35]=[CH:34][CH:33]=[C:32]([O:31][CH2:29][CH3:30])[CH:37]=4)[C:16]=3[CH:15]=[C:14]2[C:23]([O:25][CH3:26])=[O:24])=[CH:8][CH:7]=1)([CH3:4])([CH3:3])[CH3:2] |f:2.3,^1:51,57|. Procedure details: Methyl 1-[2-(4-tert-butoxyphenoxy)ethyl]-4-chloro-1H-pyrrolo[3,2-c]pyridine-2-carboxylate (1 g, 2.482 mmole), 3-ethoxyphenylboronic acid (0.618 g, 3.72 mmole), KF (0.433 g, 7.45 mmole), and bis(tri-t-butylphosphine)palladium(0) (0.127 g, 0.248 mmole) were combined in 1,4-dioxane (10 mL). The mixture was degassed (3× pump/N2) then heated to reflux. After 5 hr the mixture was cooled to RT, diluted with EtOAc, filtered through a pad of Celite washing with EtOAc, and concentrated. Flash column chrom... Starting materials: OC(c1ccc(Cl)cc1)c1ccccn1, O=[N+]([O-])c1ccccc1OCCCN1CCC(O)CC1. Product: O=[N+]([O-])c1ccccc1OCCCN1CCC(OC(c2ccc(Cl)cc2)c2ccccn2)CC1. As a reaction SMILES: [Cl:1][c:2]1[cH:3][cH:4][c:5]([CH:8]([OH:9])[c:10]2[n:11][cH:12][cH:13][cH:14][cH:15]2)[cH:6][cH:7]1.[OH:16][CH:17]1[CH2:18][CH2:19][N:20]([CH2:23][CH2:24][CH2:25][O:26][c:27]2[c:28]([N+:33](=[O:34])[O-:35])[cH:29][cH:30][cH:31][cH:32]2)[CH2:21][CH2:22]1>>[Cl:1][c:2]1[cH:3][cH:4][c:5]([CH:8]([O:9][CH:17]2[CH2:18][CH2:19][N:20]([CH2:23][CH2:24][CH2:25][O:26][c:27]3[c:28]([N+:33](=[O:34])[O-:35])[cH:29][cH:30][cH:31][cH:32]3)[CH2:21][CH2:22]2)[c:10]2[n:11][cH:12][cH:13][cH:14][cH:15]2)[cH:6][cH:7]1. The reactants are O=C1C(Cc2c(Cl)cc(OCc3ccccc3)cc2Cl)CCN1C1CCCc2[nH]ncc21, CCO, [OH-], [OH-], [Pd+2]. RXN SMILES: [CH2:1]([c:2]1[cH:3][cH:4][cH:5][cH:6][cH:7]1)[O:8][c:9]1[cH:10][c:11]([Cl:32])[c:12]([CH2:13][CH:14]2[C:15](=[O:28])[N:16]([CH:19]3[c:20]4[cH:21][n:22][nH:23][c:24]4[CH2:25][CH2:26][CH2:27]3)[CH2:17][CH2:18]2)[c:29]([Cl:31])[cH:30]1.[CH3:33][CH2:34][OH:35].[OH-:36].[OH-:38].[Pd+2:37]>>[OH:8][c:9]1[cH:10][c:11]([Cl:32])[c:12]([CH2:13][CH:14]2[C:15](=[O:28])[N:16]([CH:19]3[c:20]4[cH:21][n:22][nH:23][c:24]4[CH2:25][CH2:26][CH2:27]3)[CH2:17][CH2:18]2)[c:29]([Cl:31])[cH:30]1. The product is O=C1C(Cc2c(Cl)cc(O)cc2Cl)CCN1C1CCCc2[nH]ncc21. The reactants are C(=O)(OC(C)(C)C)N[C@@H](CO[Si](C)(C)C(C)(C)C)C#C ((R)-N-Boc-2-amino-1-(-tert-butyldimethylsilyloxy)-but-3-yne), [H-].[Na+] (NaH), CCOC(=O)C (EtOAc). The solvent is C1CCOC1 (THF), hexanes. The product is C(=O)(OC(C)(C)C)N(C)[C@@H](CO[Si](C)(C)C(C)(C)C)C#C ((R)-2-(N-Boc-N-methylamino)-1-(tert-butyldimethylsilyloxy)-but-3-yne). As a reaction SMILES: [C:1]([NH:8][C@H:9]([C:19]#[CH:20])[CH2:10][O:11][Si:12]([C:15]([CH3:18])([CH3:17])[CH3:16])([CH3:14])[CH3:13])([O:3][C:4]([CH3:7])([CH3:6])[CH3:5])=[O:2].[H-].[Na+].[CH3:23]COC(C)=O>C1COCC1>[C:1]([N:8]([C@H:9]([C:19]#[CH:20])[CH2:10][O:11][Si:12]([C:15]([CH3:18])([CH3:17])[CH3:16])([CH3:14])[CH3:13])[CH3:23])([O:3][C:4]([CH3:6])([CH3:7])[CH3:5])=[O:2] |f:1.2|. Procedure: (R)-2-(N-Boc-N-methylamino)-1-(tert-butyldimethylsilyloxy)-but-3-yne was synthesized according to Method Y above by the treatment of (R)-N-Boc-2-amino-1-(-tert-butyldimethylsilyloxy)-but-3-yne (200 mg, 0.67 mmol) (Example 104B) with NaH (21 mg, 0.87 mmol) and Mel (189 mg, 1.34 mmol) in THF (12 mL). The product was obtained after silica gel column chromatography with a 0-10% EtOAc in hexanes gradient. (Yield 200 mg, 95%).